From a dataset of the Open Reaction Database (ORD), a public repository of structured organic reaction records. describe an organic reaction: reactants, conditions, products, and yield Starting materials: C(C)C1(C(CCCCC1)C)C(=O)Cl (1-Ethyl-2-methylcycloheptanecarbonyl chloride), COC1=CC=C(C=C1)N (p-anisidine). Run in CCOCC (ether), CCOCC (ether), CCOCC (ether). The product is COC1=CC=C(C=C1)NC(=O)C1(C(CCCC1)C)CC (N-(p-Methoxyphenyl)-1-ethyl-2-methylcyclohexanecarboxamide). RXN SMILES: [CH2:1]([C:3]1([C:11](Cl)=[O:12])[CH2:9][CH2:8][CH2:7][CH2:6][CH2:5][CH:4]1[CH3:10])C.[CH3:14][O:15][C:16]1[CH:21]=[CH:20][C:19]([NH2:22])=[CH:18][CH:17]=1>CCOCC>[CH3:14][O:15][C:16]1[CH:21]=[CH:20][C:19]([NH:22][C:11]([C:3]2([CH2:9][CH3:8])[CH2:1][CH2:7][CH2:6][CH2:5][CH:4]2[CH3:10])=[O:12])=[CH:18][CH:17]=1. Procedure details: 1-Ethyl-2-methylcycloheptanecarbonyl chloride (1.5 g, 0.007 mole) in ether (10 ml.) was added to a stirred solution of p-anisidine (0.01 mole) in ether (30 ml.). A further quantity of ether (100 ml.) was added and the solution was washed with dilute hydrochloric acid, dilute sodium hydroxide and then with water. The ether solution was dried (MgSO4) and the solvent was removed by distillation. The residue was recrystallised from 40-60 petroleum ether to give N-(p-Methoxyphenyl)-1-ethyl-2-methylcy... The reactants are [Li]C(C)(C)C, C1CCOC1, COc1ccc(C=O)cc1OC, c1ccc2sccc2c1. As a reaction SMILES: [C:10]([Li:11])([CH3:12])([CH3:13])[CH3:14].[CH2:27]1[O:28][CH2:29][CH2:30][CH2:31]1.[CH3:15][O:16][c:17]1[cH:18][cH:19][c:20]([CH:21]=[O:22])[cH:23][c:24]1[O:25][CH3:26].[s:1]1[c:2]2[c:3]([cH:4][cH:5]1)[cH:6][cH:7][cH:8][cH:9]2>>[s:1]1[c:2]2[c:3]([cH:4][c:5]1[CH:21]([c:20]1[cH:19][cH:18][c:17]([O:16][CH3:15])[c:24]([O:25][CH3:26])[cH:23]1)[OH:22])[cH:6][cH:7][cH:8][cH:9]2. Product: COc1ccc(C(O)c2cc3ccccc3s2)cc1OC. Reactants: C[O-].[Na+] (Sodium methoxide), C[C@@]12C(CC[C@H]1[C@@H]1CCC3=CC(C=C[C@]3(C)C1=CC2)=O)=O (Androsta-1,4,9(11)-triene-3,17-dione), C=O (Formaldehyde), C(C)(=O)O (Acetic acid). Run in CO (methanol), O (water), C1CCOC1 (THF), CO (methanol), C(C)N(CC)CC (triethylamine). Run at time 0.5 hour. Yields the product C=C1C([C@]2(C)[C@@H](C1)[C@@H]1CCC3=CC(C=C[C@]3(C)C1=CC2)=O)=O (16-Methyleneandrosta-1,4,9(11)-triene-3,17-dione). As a reaction SMILES: [CH3:1][C@:2]12[CH2:19][CH:18]=[C:17]3[C@@H:7]([CH2:8][CH2:9][C:10]4[C@:15]3([CH3:16])[CH:14]=[CH:13][C:12](=[O:20])[CH:11]=4)[C@@H:6]1[CH2:5][CH2:4][C:3]2=[O:21].C[O-].[Na+].[C:25](O)(=O)C.C=O>C1COCC1.CO.O.C(N(CC)CC)C>[CH2:25]=[C:4]1[CH2:5][C@H:6]2[C@H:7]3[C:17](=[CH:18][CH2:19][C@:2]2([CH3:1])[C:3]1=[O:21])[C@:15]1([CH3:16])[C:10](=[CH:11][C:12](=[O:20])[CH:13]=[CH:14]1)[CH2:9][CH2:8]3 |f:1.2|. Procedure details: Androsta-1,4,9(11)-triene-3,17-dione (IB, 0.7 g) in THF (8 ml) and dimethyloxylate (0.44 g) were combined and cooled to 3° in an ice bath. Sodium methoxide in methanol (25%, 0.685 ml) was added dropwise with no temperature rise. TLC after about 1/2 hr showed the reaction was nearly completed. Acetic acid (0.05 ml), triethylamine (0.26 ml) and methanol (1 ml) were added. Formaldehyde (37%, 0.28 ml) was added and the reaction mixture stirred at 20°-25°. TLC, after approximately 11/2 hrs. showed th... Reaction SMILES: [NH2:1][N:2]1[N:11]=[C:10]([N:12]2[CH2:17][CH2:16][O:15][CH2:14][CH2:13]2)[C:9]2[C:4](=[CH:5][CH:6]=[CH:7][CH:8]=2)[C:3]1=[O:18].[CH3:19][O:20][C:21]1[CH:22]=[C:23]([CH2:29][C:30](O)=[O:31])[CH:24]=[C:25]([O:27][CH3:28])[CH:26]=1>>[CH3:28][O:27][C:25]1[CH:24]=[C:23]([CH2:29][C:30]([NH:1][N:2]2[N:11]=[C:10]([N:12]3[CH2:17][CH2:16][O:15][CH2:14][CH2:13]3)[C:9]3[C:4](=[CH:5][CH:6]=[CH:7][CH:8]=3)[C:3]2=[O:18])=[O:31])[CH:22]=[C:21]([O:20][CH3:19])[CH:26]=1. Reactants: NN1C(C2=CC=CC=C2C(=N1)N1CCOCC1)=O (2-amino-4-morpholinophthalazin-1(2H)-one), COC=1C=C(C=C(C1)OC)CC(=O)O (2-(3,5-dimethoxyphenyl)acetic acid). The product is COC=1C=C(C=C(C1)OC)CC(=O)NN1C(C2=CC=CC=C2C(=N1)N1CCOCC1)=O (2-(3,5-dimethoxyphenyl)-N-[4-(morpholin-4-yl)-1-oxophthalazin-2(1H)-yl]acetamide). Reported procedure: The product of Example 1B and 2-(3,5-dimethoxyphenyl)acetic acid were treated using a method similar to that described in Example 111 to give the title compound. 1H NMR (500 MHz, DMSO-d6/Deuterium Oxide) δ ppm 8.31 (dd, J=7.9, 1.3 Hz, 1H), 8.03 (d, J=1.3 Hz, 1H), 7.97-8.01 (m, 1H), 7.91 (td, J=7.5, 1.3 Hz, 1H), 6.58 (d, J=2.3 Hz, 2H), 6.41 (t, J=2.3 Hz, 1H), 3.80-3.84 (m, 4H), 3.76 (s, 6H), 3.59 (s, 2H), 3.08-3.11 (m, 4H); MS (ESI−) M/Z 423 (M−H)−. The reactants are CC1CCN(c2cc(N3CCN(C(=O)OC(C)(C)C)CC3)ccc2NC(=O)c2cc(C#N)c[nH]2)CC1, ClCCl, O=C(O)C(F)(F)F, O. RXN SMILES: [C:1]([O:2][C:3]([N:4]1[CH2:5][CH2:6][N:7]([c:8]2[cH:9][cH:10][c:11]([NH:12][C:21](=[O:22])[c:23]3[nH:24][cH:25][c:26]([C:28]#[N:29])[cH:27]3)[c:13]([N:14]3[CH2:15][CH2:16][CH:17]([CH3:18])[CH2:19][CH2:20]3)[cH:30]2)[CH2:31][CH2:32]1)=[O:33])([CH3:34])([CH3:35])[CH3:36].[Cl:45][CH2:46][Cl:47].[F:37][C:38]([F:39])([F:41])[C:42](=[O:40])[OH:43].[OH2:44]>>[C:21]([OH:22])([c:23]1[nH:24][cH:25][c:26]([C:28]#[N:29])[cH:27]1)=[O:40]. Product: N#Cc1c[nH]c(C(=O)O)c1. Procedure details: To a solution of N-methylpiperazine (1.48 mL, 13.3 mmol) in dioxane (6.7 mL) cooled to 0° C. was added 4N hydrochloric acid in dioxane (10 mL). The reaction was very exothermic, and the mixture was stirred until the reaction cooled to room temperature. The solvent was removed under reduced pressure and chased with ether (2×). The solid obtained was taken up in acetonitrile (7 mL) and sulfuryl chloride (3.53 mL, 3.3 equiv) was added. The mixture was warmed at relux for 24 hours and the product re... Reaction SMILES: [CH3:1][N:2]1[CH2:7][CH2:6][NH:5][CH2:4][CH2:3]1.Cl.[S:9](Cl)([Cl:12])(=[O:11])=[O:10]>O1CCOCC1.C(#N)C>[CH3:1][N:2]1[CH2:7][CH2:6][N:5]([S:9]([Cl:12])(=[O:11])=[O:10])[CH2:4][CH2:3]1. Solvent: O1CCOCC1 (dioxane), O1CCOCC1 (dioxane), C(C)#N (acetonitrile). Product: CN1CCN(CC1)S(=O)(=O)Cl (4-methylpiperazin-1-ylsulfonyl chloride). The reactants are S(=O)(=O)(Cl)Cl (sulfuryl chloride), Cl (hydrochloric acid), CN1CCNCC1 (N-methylpiperazine). The yield is 44.0%. Product: CC(C)(C)Nc1c(-c2ccc(C#Cc3ccsc3)s2)nc2cnccn12, Cl. Reaction SMILES: [Br:45][c:46]1[cH:47][s:48][cH:49][cH:50]1.[C:20]([CH3:21])([CH3:22])([CH3:23])[NH:24][c:25]1[c:26](-[c:34]2[s:35][c:36]([C:39]#[C:40][Si:41]([CH3:42])([CH3:43])[CH3:44])[cH:37][cH:38]2)[n:27][c:28]2[n:29]1[cH:30][cH:31][n:32][cH:33]2.[C:69](=[O:70])([O-:71])[O-:72].[CH2:52]([N+:53]([CH2:54][CH2:55][CH2:56][CH3:57])([CH2:58][CH2:59][CH2:60][CH3:61])[CH2:62][CH2:63][CH2:64][CH3:65])[CH2:66][CH2:67][CH3:68].[CH2:77]([N+:78]([CH2:79][CH2:80][CH2:81][CH3:82])([CH2:83][CH2:84][CH2:85][CH3:86])[CH2:87][CH2:88][CH2:89][CH3:90])[CH2:91][CH2:92][CH3:93].[CH2:99]1[O:100][CH2:101][CH2:102][CH2:103]1.[ClH:75].[Cu:104][I:105].[F-:51].[I-:76].[Na+:73].[Na+:74].[O:94]=[CH:95][N:96]([CH3:97])[CH3:98].[Pd:106]([Cl:107])[Cl:108].[c:109]1([P:110]([c:111]2[cH:112][cH:113][cH:114][cH:115][cH:116]2)[c:117]2[cH:118][cH:119][cH:120][cH:121][cH:122]2)[cH:123][cH:124][cH:125][cH:126][cH:127]1.[c:128]1([P:129]([c:130]2[cH:131][cH:132][cH:133][cH:134][cH:135]2)[c:136]2[cH:137][cH:138][cH:139][cH:140][cH:141]2)[cH:142][cH:143][cH:144][cH:145][cH:146]1.[c:1]1([P:2]([c:3]2[cH:4][cH:5][cH:6][cH:7][cH:8]2)[c:9]2[cH:10][cH:11][cH:12][cH:13][cH:14]2)[cH:15][cH:16][cH:17][cH:18][cH:19]1>>[C:20]([CH3:21])([CH3:22])([CH3:23])[NH:24][c:25]1[c:26](-[c:34]2[s:35][c:36]([C:39]#[C:40][c:46]3[cH:47][s:48][cH:49][cH:50]3)[cH:37][cH:38]2)[n:27][c:28]2[n:29]1[cH:30][cH:31][n:32][cH:33]2.[ClH:75]. Reactants: Brc1ccsc1, CC(C)(C)Nc1c(-c2ccc(C#C[Si](C)(C)C)s2)nc2cnccn12, O=C([O-])[O-], CCCC[N+](CCCC)(CCCC)CCCC, CCCC[N+](CCCC)(CCCC)CCCC, C1CCOC1, Cl, [Cu]I, [F-], [I-], [Na+], [Na+], CN(C)C=O, Cl[Pd]Cl, c1ccc(P(c2ccccc2)c2ccccc2)cc1, c1ccc(P(c2ccccc2)c2ccccc2)cc1, c1ccc(P(c2ccccc2)c2ccccc2)cc1.